Dataset: the Open Reaction Database (ORD), a public repository of structured organic reaction records. Task: describe an organic reaction: reactants, conditions, products, and yield Reactants: CC(=O)O[BH-](OC(C)=O)OC(C)=O, CC(=O)[O-], CN(C)C=O, O=Cc1ccccc1, Cc1ccc(S(=O)(=O)Nc2ncc(C(F)(F)F)cc2N)cc1, [Na+], O. Yields the product Cc1ccc(S(=O)(=O)Nc2ncc(C(F)(F)F)cc2NCc2ccccc2)cc1. Reaction SMILES: [C:35]([O:36][BH-:37]([O:38][C:39](=[O:40])[CH3:41])[O:42][C:43](=[O:44])[CH3:45])(=[O:46])[CH3:47].[CH3:31][C:32](=[O:33])[O-:34].[CH3:49][N:50]([CH3:51])[CH:52]=[O:53].[CH:23](=[O:24])[c:25]1[cH:26][cH:27][cH:28][cH:29][cH:30]1.[NH2:1][c:2]1[c:3]([NH:12][S:13](=[O:14])(=[O:15])[c:16]2[cH:17][cH:18][c:19]([CH3:22])[cH:20][cH:21]2)[n:4][cH:5][c:6]([C:8]([F:9])([F:10])[F:11])[cH:7]1.[Na+:48].[OH2:54]>>[NH:1]([c:2]1[c:3]([NH:12][S:13](=[O:14])(=[O:15])[c:16]2[cH:17][cH:18][c:19]([CH3:22])[cH:20][cH:21]2)[n:4][cH:5][c:6]([C:8]([F:9])([F:10])[F:11])[cH:7]1)[CH2:23][c:25]1[cH:26][cH:27][cH:28][cH:29][cH:30]1. Reactants: [Br-].ClC1=CC=C(C=C1)CC=C1C[N+]2(CCC1CC2)CCCCCCC (3-[2-(4-Chlorophenyl)ethylidene]-1-heptyl-1-azoniabicyclo[2.2.2]octane bromide), C(C)(=O)O (acetic acid). Reagents/catalysts: [Pd] (palladium on carbon). The solvent is O (water). Product: [Br-].ClC1=CC=C(C=C1)CCC1C[N+]2(CCC1CC2)CCCCCCC (3-[2-(4-Chlorophenyl)ethyl]-1-heptyl-1-azoniabicyclo[2.2.2]-octane bromide). Reaction SMILES: [Br-:1].[Cl:2][C:3]1[CH:8]=[CH:7][C:6]([CH2:9][CH:10]=[C:11]2[CH:16]3[CH2:17][CH2:18][N+:13]([CH2:19][CH2:20][CH2:21][CH2:22][CH2:23][CH2:24][CH3:25])([CH2:14][CH2:15]3)[CH2:12]2)=[CH:5][CH:4]=1.C(O)(=O)C>[Pd].O>[Br-:1].[Cl:2][C:3]1[CH:8]=[CH:7][C:6]([CH2:9][CH2:10][CH:11]2[CH:16]3[CH2:15][CH2:14][N+:13]([CH2:19][CH2:20][CH2:21][CH2:22][CH2:23][CH2:24][CH3:25])([CH2:18][CH2:17]3)[CH2:12]2)=[CH:5][CH:4]=1 |f:0.1,5.6|. Procedure: Combine 2.47 g (0.08 mole) of 3-[2-(4-Chlorophenyl)ethylidene]-1-heptyl-1-azoniabicyclo[2.2.2]octane bromide, 50 ml of acetic acid, 0.26 g of 10% palladium on carbon and 5 ml of water in a Parr bottle and place the mixture on a Parr hydrogenation apparatus. Pressurize the system to 40 p.s.i. and follow the reaction by the pressure drop in the system. Filter the catalyst, remove the solvent in vacuo and triturate the residue with several portions of diethyl ether. Suspend the crude solid in 100 m... Reactants: C(C1=CC=CC=C1)(=O)OCC=CCO (4-hydroxy-2-butenyl benzoate), C(CCCCCCCCCCCCCCC)(=O)Cl (palmitoyl chloride). The product is C(CCCCCCCCCCCCCCC)(=O)OCC=CCOC(C1=CC=CC=C1)=O (4-Benzoyloxy-2-butenyl palmitate). Reaction SMILES: [C:1]([O:9][CH2:10][CH:11]=[CH:12][CH2:13][OH:14])(=[O:8])[C:2]1[CH:7]=[CH:6][CH:5]=[CH:4][CH:3]=1.[C:15](Cl)(=[O:31])[CH2:16][CH2:17][CH2:18][CH2:19][CH2:20][CH2:21][CH2:22][CH2:23][CH2:24][CH2:25][CH2:26][CH2:27][CH2:28][CH2:29][CH3:30]>>[C:15]([O:14][CH2:13][CH:12]=[CH:11][CH2:10][O:9][C:1](=[O:8])[C:2]1[CH:7]=[CH:6][CH:5]=[CH:4][CH:3]=1)(=[O:31])[CH2:16][CH2:17][CH2:18][CH2:19][CH2:20][CH2:21][CH2:22][CH2:23][CH2:24][CH2:25][CH2:26][CH2:27][CH2:28][CH2:29][CH3:30]. Procedure: 4-Benzoyloxy-2-butenyl palmitate was prepared by the procedure of Example 1 from 19 gms (0.1 mole) of 4-hydroxy-2-butenyl benzoate and 26 gms (0.1 mole) of palmitoyl chloride. The structure of the final product was characterized on the basis of NMR and IR spectral analyses as described in Example 1. Starting materials: CC1(C=C(CC1(C)C)C1=C(C=CC=C1)N1CCNCC1)C (1-[2-(3,3,4,4-tetramethylcyclopent-1-enyl)phenyl]piperazine), C(C(C)C)=O (isobutyraldehyde), C(C)(=O)O[BH-](OC(C)=O)OC(C)=O.[Na+] (sodium triacetoxyborohydride), C(C)(=O)O (acetic acid), C(C(C)C)=O (isobutyraldehyde), C(C)(=O)O[BH-](OC(C)=O)OC(C)=O.[Na+] (sodium triacetoxyborohydride), C(C)(=O)O (acetic acid), C(O)([O-])=O.[Na+] (sodium hydrogencarbonate). The solvent is O1CCCC1 (tetrahydrofuran), C(C)(=O)OCC (ethyl acetate). Run at time 4 hour. Yields the product C(C(C)C)N1CCN(CC1)C1=C(C=CC=C1)C1=CC(C(C1)(C)C)(C)C (1-isobutyl-4-[2-(3,3,4,4-tetramethylcyclopent-1-enyl)phenyl]piperazine). The yield is 18.0%. Reaction SMILES: [CH3:1][C:2]1([CH3:21])[C:6]([CH3:8])([CH3:7])[CH2:5][C:4]([C:9]2[CH:14]=[CH:13][CH:12]=[CH:11][C:10]=2[N:15]2[CH2:20][CH2:19][NH:18][CH2:17][CH2:16]2)=[CH:3]1.[CH:22](=O)[CH:23]([CH3:25])[CH3:24].C(O[BH-](OC(=O)C)OC(=O)C)(=O)C.[Na+].C(O)(=O)C.C(=O)([O-])O.[Na+]>O1CCCC1.C(OCC)(=O)C>[CH2:22]([N:18]1[CH2:17][CH2:16][N:15]([C:10]2[CH:11]=[CH:12][CH:13]=[CH:14][C:9]=2[C:4]2[CH2:5][C:6]([CH3:7])([CH3:8])[C:2]([CH3:21])([CH3:1])[CH:3]=2)[CH2:20][CH2:19]1)[CH:23]([CH3:25])[CH3:24] |f:2.3,5.6|. Procedure details: To a solution of the 1-[2-(3,3,4,4-tetramethylcyclopent-1-enyl)phenyl]piperazine (20 mg, 0.0703 mmol) produced in Example (54d) in tetrahydrofuran (1 mL) were added isobutyraldehyde (6.6 mg, 0.0914 mmol), sodium triacetoxyborohydride (19.4 mg, 0.0914 mmol) and acetic acid (0.0076 mL, 0.134 mmol), followed by stirring for 4 hours at room temperature. After further adding isobutyraldehyde (6.6 mg, 0.0914 mmol), sodium triacetoxyborohydride (19.4 mg, 0.0914 mmol) and acetic acid (0.0076 mL, 0.134 m... The reactants are C(C)OC(=O)C=1C2=C(SC1NC(C)=O)C(=CC(=C2)CCCC)O (2-Acetylamino-5-butyl-7-hydroxy-benzo[b]thiophene-3-carboxylic acid ethyl ester), OS(=O)(=O)O (H2SO4). Run in CO (MeOH), CC#N (MeCN). Reaction conditions: time 7 day. Product: C(C)OC(=O)C=1C2=C(SC1N)C(=CC(=C2)CCCC)O (2-Amino-5-butyl-7-hydroxy-benzo[b]thiophene-3-carboxylic acid ethyl ester). Reaction SMILES: [CH2:1]([O:3][C:4]([C:6]1[C:7]2[CH:18]=[C:17]([CH2:19][CH2:20][CH2:21][CH3:22])[CH:16]=[C:15]([OH:23])[C:8]=2[S:9][C:10]=1[NH:11]C(=O)C)=[O:5])[CH3:2].OS(O)(=O)=O>CO.CC#N>[CH2:1]([O:3][C:4]([C:6]1[C:7]2[CH:18]=[C:17]([CH2:19][CH2:20][CH2:21][CH3:22])[CH:16]=[C:15]([OH:23])[C:8]=2[S:9][C:10]=1[NH2:11])=[O:5])[CH3:2]. Procedure details: Compound 03-6 (3.64 g, 10.9 mmol) was suspended in a mixture of MeOH (450 mL) and MeCN (100 mL). H2SO4 (1.5 mL) was added and the mixture was stirred under a N2-atmosphere, while monitoring the reaction by HPLC. After 7 days the conversion was complete and the mixture was concentrated to half of the original volume. Water was added and the pH was cautiously adjusted to 8 with conc. NH4OH. The aqueous layer was extracted with EtOAc (3×100 mL). The combined organic layers were washed with H2O (100... Reactants: C1CCOC1, [H-], CI, [Na+], CC1(C)C(C(=O)c2cn(CC3CCOCC3)c3ccc(O)cc23)C1(C)C. Product: COc1ccc2c(c1)c(C(=O)C1C(C)(C)C1(C)C)cn2CC1CCOCC1. RXN SMILES: [CH2:31]1[O:32][CH2:33][CH2:34][CH2:35]1.[H-:28].[I:29][CH3:30].[Na+:27].[OH:1][c:2]1[cH:3][c:4]2[c:5]([C:18](=[O:19])[CH:20]3[C:21]([CH3:25])([CH3:26])[C:22]3([CH3:23])[CH3:24])[cH:6][n:7]([CH2:11][CH:12]3[CH2:13][CH2:14][O:15][CH2:16][CH2:17]3)[c:8]2[cH:9][cH:10]1>>[O:1]([c:2]1[cH:3][c:4]2[c:5]([C:18](=[O:19])[CH:20]3[C:21]([CH3:25])([CH3:26])[C:22]3([CH3:23])[CH3:24])[cH:6][n:7]([CH2:11][CH:12]3[CH2:13][CH2:14][O:15][CH2:16][CH2:17]3)[c:8]2[cH:9][cH:10]1)[CH3:30]. Reactants: C(CCC)[Li] (n-butyllithium), C(C(=O)OCC)(=O)OCC (diethyl oxalate), CC(C(=O)NC1=CC=NC=C1)(C)C (4-trimethylacetamido pyridine). Solvent: CCCCCC (hexane), O (water), O1CCCC1 (tetrahydrofuran), O1CCCC1 (tetrahydrofuran). Run at temperature 0 celsius, time 3 hour. The product is CC(C(=O)NC1=C(C=NC=C1)CC(C(=O)OCC)=O)(C)C (ethyl 4-trimethylacetamido-3-pyridylpyruvate). As a reaction SMILES: [CH3:1][C:2]([CH3:13])([CH3:12])[C:3]([NH:5][C:6]1[CH:11]=[CH:10][N:9]=[CH:8][CH:7]=1)=[O:4].[CH2:14]([Li])CCC.[C:19]([O:26]CC)(=O)[C:20]([O:22][CH2:23][CH3:24])=[O:21]>O1CCCC1.CCCCCC.O>[CH3:1][C:2]([CH3:13])([CH3:12])[C:3]([NH:5][C:6]1[CH:11]=[CH:10][N:9]=[CH:8][C:7]=1[CH2:14][C:19](=[O:26])[C:20]([O:22][CH2:23][CH3:24])=[O:21])=[O:4]. Procedure: A solution of 10 g of 4-trimethylacetamido pyridine in 150 mL of dry tetrahydrofuran is cooled to −78° C. and 88 mL of 1.6M n-butyllithium in hexane is added in a dropwise fashion. The mixture is then stirred at 0° C. for 3 hours, cooled again to −78° C. and 21.3 g of diethyl oxalate dissolved in 190 mL of tetrahydrofuran is added in a dropwise fashion, the reaction mixture was then gradually allowed to come to room temperature. The reaction mixture is diluted with water and the product is extra...